This data is from the Open Reaction Database (ORD), a public repository of structured organic reaction records. The task is: describe an organic reaction: reactants, conditions, products, and yield Reactants: ClC(C(=O)O)CCCCCCCCCC (alpha-chlorolauric acid), [OH-].[K+] (KOH), Cl (hydrochloric acid). Run in O (water). Product: OC(C(=O)O)CCCCCCCCCC (alpha-hydroxylauric acid). As a reaction SMILES: Cl[CH:2]([CH2:6][CH2:7][CH2:8][CH2:9][CH2:10][CH2:11][CH2:12][CH2:13][CH2:14][CH3:15])[C:3]([OH:5])=[O:4].[OH-:16].[K+].Cl>O>[OH:16][CH:2]([CH2:6][CH2:7][CH2:8][CH2:9][CH2:10][CH2:11][CH2:12][CH2:13][CH2:14][CH3:15])[C:3]([OH:5])=[O:4] |f:1.2|. Reported procedure: 0.1 Mole of alpha-chlorolauric acid prepared in the foregoing manner was admixed with 500 mls. water and 0.4 moles of KOH in a suitable reaction vessel and stirred overnight at a temperature of 98°-100° C. The reaction mixture was poured into a separatory funnel, to which was added hydrochloric acid (40 ml. conc. HCl in 200 ml. H2O). The mixture was extracted with chloroform. The chloroform layer was removed and the CHCl3 evaporated to yield alpha-hydroxylauric acid. The reactants are CCOC(=O)c1cc2cc(CO)ccc2o1, ClCCl, O=[Mn]=O. The product is CCOC(=O)c1cc2cc(C=O)ccc2o1. RXN SMILES: [CH2:1]([CH3:2])[O:3][C:4](=[O:5])[c:6]1[o:7][c:8]2[c:9]([cH:10]1)[cH:11][c:12]([CH2:15][OH:16])[cH:13][cH:14]2.[Cl:17][CH2:18][Cl:19].[O:20]=[Mn:21]=[O:22]>>[CH2:1]([CH3:2])[O:3][C:4](=[O:5])[c:6]1[o:7][c:8]2[c:9]([cH:10]1)[cH:11][c:12]([CH:15]=[O:16])[cH:13][cH:14]2.